Dataset: the Open Reaction Database (ORD), a public repository of structured organic reaction records. Task: describe an organic reaction: reactants, conditions, products, and yield As a reaction SMILES: [NH2:1][C:2]1[CH2:9][CH2:8][N:7]=[C:6]([C:10]2[CH:15]=[CH:14][CH:13]=[CH:12][CH:11]=2)[C:5]2[CH:16]=[C:17]([Cl:20])[CH:18]=[CH:19][C:4]=2[N:3]=1.[CH2:21]=[C:22]1[O:26][C:24](=[O:25])[CH2:23]1>C1C=CC=CC=1>[C:24]([N:3]1[C:4]2[CH:19]=[CH:18][C:17]([Cl:20])=[CH:16][C:5]=2[C:6]([C:10]2[CH:15]=[CH:14][CH:13]=[CH:12][CH:11]=2)=[N:7][CH2:8][CH2:9][C:2]1=[NH:1])(=[O:25])[CH2:23][C:22]([CH3:21])=[O:26]. The product is C(CC(=O)C)(=O)N1C(CCN=C(C2=C1C=CC(=C2)Cl)C2=CC=CC=C2)=N (1-acetoacetyl-8-chloro-2-imino-6-phenyl-1,2,3,4-tetrahydro-1,5-benzodiazocine). Starting materials: NC1=NC2=C(C(=NCC1)C1=CC=CC=C1)C=C(C=C2)Cl (2-amino-8-chloro-3,4-dihydro-6-phenyl-1,5-benzodiazocine), C=C1CC(=O)O1 (diketene). Solvent: C1=CC=CC=C1 (benzene). Reported procedure: To a suspension of 5.0 parts of 2-amino-8-chloro-3,4-dihydro-6-phenyl-1,5-benzodiazocine in 100 parts by volume of benzene is added 3.0 parts by volume of diketene at 25°C with stirring. The reaction mixture is further stirred for 1.5 hour. Resulting colorless crystals are collected by filtration, washed with ether, whereby 1-acetoacetyl-8-chloro-2-imino-6-phenyl-1,2,3,4-tetrahydro-1,5-benzodiazocine is obtained. Melting point 149°-150°C. Reactants: NC=1C=CC2=C(C(=NC(C(N2CCN(CC)CC)=O)(C)C)C2=C(C=CC=C2)Cl)C1 (7-amino-5-(o-chlorophenyl)-1-(2-diethylaminoethyl)-1,3-dihydro-3,3-dimethyl-2H-1,4-benzodiazepin-2-one), C(C)O.O (ethanol water). The product is ClC1=C(C=CC=C1)C1=NC(C(N(C2=C1C=C(C=C2)[N+](=O)[O-])CCN(CC)CC)=O)(C)C (5-(o-chlorophenyl)-1-(2-diethylaminoethyl)-1,3-dihydro-3,3-dimethyl-7-nitro-2H-1,4-benzodiazepin-2-one). Reaction SMILES: [NH2:1][C:2]1[CH:3]=[CH:4][C:5]2[N:11]([CH2:12][CH2:13][N:14]([CH2:17][CH3:18])[CH2:15][CH3:16])[C:10](=[O:19])[C:9]([CH3:21])([CH3:20])[N:8]=[C:7]([C:22]3[CH:27]=[CH:26][CH:25]=[CH:24][C:23]=3[Cl:28])[C:6]=2[CH:29]=1.C([OH:32])C.[OH2:33]>>[Cl:28][C:23]1[CH:24]=[CH:25][CH:26]=[CH:27][C:22]=1[C:7]1[C:6]2[CH:29]=[C:2]([N+:1]([O-:32])=[O:33])[CH:3]=[CH:4][C:5]=2[N:11]([CH2:12][CH2:13][N:14]([CH2:17][CH3:18])[CH2:15][CH3:16])[C:10](=[O:19])[C:9]([CH3:20])([CH3:21])[N:8]=1 |f:1.2|. Procedure: From 10 g (0.022 mol) of 5-(o-chlorophenyl)-1-(2-diethylaminoethyl)-1,3-dihydro-3,3-dimethyl-7-nitro-2H-1,4-benzodiazepin-2-one there is obtained, in analogy to the details in Example 2, 7-amino-5-(o-chlorophenyl)-1-(2-diethylaminoethyl)-1,3-dihydro-3,3-dimethyl-2H-1,4-benzodiazepin-2-one of melting point 70° (ethanol/water). Starting materials: CCOC(=O)c1cccs1, CC#N, Cc1ccccc1, [H-], [Na+]. Yields the product N#CCC(=O)c1cccs1. As a reaction SMILES: [CH2:1]([O:2][C:4](=[O:5])[c:6]1[s:7][cH:8][cH:9][cH:10]1)[CH3:3].[CH3:13][C:14]#[N:15].[CH3:16][c:17]1[cH:18][cH:19][cH:20][cH:21][cH:22]1.[H-:11].[Na+:12]>>[C:4](=[O:5])([c:6]1[s:7][cH:8][cH:9][cH:10]1)[CH2:13][C:14]#[N:15]. Starting materials: CC(=O)OC(C)=O, COc1cc2c(cc1CCN1CCC3(CC1)OCCO3)NCCC2, c1ccncc1. The product is COc1cc2c(cc1CCN1CCC3(CC1)OCCO3)N(C(C)=O)CCC2. Reaction SMILES: [CH3:1][C:2](=[O:3])[O:4][C:5](=[O:6])[CH3:7].[O:8]1[CH2:9][CH2:10][O:11][C:12]12[CH2:13][CH2:14][N:15]([CH2:18][CH2:19][c:20]1[c:21]([O:30][CH3:31])[cH:22][c:23]3[c:28]([cH:29]1)[NH:27][CH2:26][CH2:25][CH2:24]3)[CH2:16][CH2:17]2.[cH:32]1[cH:33][cH:34][n:35][cH:36][cH:37]1>>[CH3:1][C:2](=[O:3])[N:27]1[CH2:26][CH2:25][CH2:24][c:23]2[cH:22][c:21]([O:30][CH3:31])[c:20]([CH2:19][CH2:18][N:15]3[CH2:14][CH2:13][C:12]4([O:8][CH2:9][CH2:10][O:11]4)[CH2:17][CH2:16]3)[cH:29][c:28]21. Reactants: ClC1=CC(=C(C(=C1O)[N+](=O)[O-])C1=NC=C(C=C1Cl)C(F)(F)F)F (2-(4-chloro-2-fluoro-5-hydroxy-6-nitrophenyl)-3-chloro-5-trifluoromethylpyridine). Reagents/catalysts: [Fe] (iron). Solvent: C(C)(=O)O (acetic acid), CO (methanol). Yields the product NC1=C(C(=CC(=C1O)Cl)F)C1=NC=C(C=C1Cl)C(F)(F)F (2-(2-Amino-4-chloro-6-fluoro-3-hydroxyphenyl)-3-chloro-5-trifluoromethylpyridine). Yield: 96.0%. Reaction SMILES: [Cl:1][C:2]1[C:7]([OH:8])=[C:6]([N+:9]([O-])=O)[C:5]([C:12]2[C:17]([Cl:18])=[CH:16][C:15]([C:19]([F:22])([F:21])[F:20])=[CH:14][N:13]=2)=[C:4]([F:23])[CH:3]=1>C(O)(=O)C.CO.[Fe]>[NH2:9][C:6]1[C:7]([OH:8])=[C:2]([Cl:1])[CH:3]=[C:4]([F:23])[C:5]=1[C:12]1[C:17]([Cl:18])=[CH:16][C:15]([C:19]([F:22])([F:21])[F:20])=[CH:14][N:13]=1. Procedure: 770 mg (13.7 mmol) of iron powder were added to 1.7 g (4.6 mmol) of 2-(4-chloro-2-fluoro-5-hydroxy-6-nitrophenyl)-3-chloro-5-trifluoromethylpyridine in 9 ml of glacial acetic acid and 18 ml of methanol. The reaction mixture was refluxed for 15 hours with stirring and then concentrated under reduced pressure. The residue was taken up in 100 ml of ethyl acetate. Undissolved components were then filtered off. The filtrate was washed with 20 ml of water, dried over magnesium sulfate and finally conc... Starting materials: C(C1=CC=CC=C1)N1CC(CC1)CO (1-benzylpyrrolidine-3-methanol), BrC(C1=CC=CC=C1)C1=CC=CC=C1 (bromodiphenylmethane). The solvent is C=1(C(=CC=CC1)C)C (xylene), C(C)(=O)OCC (ethyl acetate). Product: C(C1=CC=CC=C1)N1CC(CC1)COC(C1=CC=CC=C1)C1=CC=CC=C1 (1-Benzyl-3-(diphenylmethoxymethyl)pyrrolidine). Yield: 48.8%. Reaction SMILES: [CH2:1]([N:8]1[CH2:12][CH2:11][CH:10]([CH2:13][OH:14])[CH2:9]1)[C:2]1[CH:7]=[CH:6][CH:5]=[CH:4][CH:3]=1.Br[CH:16]([C:23]1[CH:28]=[CH:27][CH:26]=[CH:25][CH:24]=1)[C:17]1[CH:22]=[CH:21][CH:20]=[CH:19][CH:18]=1>C1(C)C(C)=CC=CC=1.C(OCC)(=O)C>[CH2:1]([N:8]1[CH2:12][CH2:11][CH:10]([CH2:13][O:14][CH:16]([C:17]2[CH:22]=[CH:21][CH:20]=[CH:19][CH:18]=2)[C:23]2[CH:28]=[CH:27][CH:26]=[CH:25][CH:24]=2)[CH2:9]1)[C:2]1[CH:7]=[CH:6][CH:5]=[CH:4][CH:3]=1. Procedure details: A mixture of 1-benzylpyrrolidine-3-methanol (1.72 g) (J. Org. Chem., 1961, 26, 1521) and bromodiphenylmethane (4.94 g) in xylene (150 ml) was heated under reflux for 3 hours, allowed to cool to room temperature, diluted with ethyl acetate, washed with 10% aqueous sodium carbonate solution, dried over magnesium sulphate and evaporated. The residue was purified by chromatography on silica using dichloromethane plus 20% ethyl acetate plus 0-10% methanol as eluant. Appropriate fractions were combine... Reactants: CC(=O)Oc1ccccc1CC(Br)CBr, CC[O-], CCO, ClC(Cl)Cl, [Na+]. Product: BrCC1Cc2ccccc2O1. Reaction SMILES: [C:1](=[O:3])([O:4][c:5]1[c:6]([CH2:11][CH:12]([Br:2])[CH2:13][Br:14])[cH:7][cH:8][cH:9][cH:10]1)[CH3:15].[CH3:17][CH2:18][O-:19].[CH3:24][CH2:25][OH:26].[CH:20]([Cl:21])([Cl:22])[Cl:23].[Na+:16]>>[O:4]1[c:5]2[c:6]([cH:7][cH:8][cH:9][cH:10]2)[CH2:11][CH:12]1[CH2:13][Br:14].